Dataset: the Open Reaction Database (ORD), a public repository of structured organic reaction records. Task: describe an organic reaction: reactants, conditions, products, and yield Reactants: CCCCN, COc1ccc(C(=O)O)cc1NC(=O)Nc1cnccn1, CN1CCCC1=O, CCOC(C)=O, CCN(C(C)C)C(C)C, [Na+], [Na+], O=C([O-])[O-]. Yields the product CCCCNC(=O)c1ccc(OC)c(NC(=O)Nc2cnccn2)c1. Reaction SMILES: [CH2:22]([CH2:23][CH2:24][CH3:25])[NH2:26].[CH3:1][O:2][c:3]1[c:4]([NH:12][C:13](=[O:14])[NH:15][c:16]2[n:17][cH:18][cH:19][n:20][cH:21]2)[cH:5][c:6]([C:7](=[O:8])[OH:9])[cH:10][cH:11]1.[CH3:36][N:37]1[CH2:38][CH2:39][CH2:40][C:41]1=[O:42].[CH3:43][CH2:44][O:45][C:46](=[O:47])[CH3:48].[CH:27]([N:28]([CH:29]([CH3:30])[CH3:31])[CH2:32][CH3:33])([CH3:34])[CH3:35].[Na+:49].[Na+:50].[O-:51][C:52](=[O:53])[O-:54]>>[CH3:1][O:2][c:3]1[c:4]([NH:12][C:13](=[O:14])[NH:15][c:16]2[n:17][cH:18][cH:19][n:20][cH:21]2)[cH:5][c:6]([C:7](=[O:9])[NH:26][CH2:22][CH2:23][CH2:24][CH3:25])[cH:10][cH:11]1. The product is FC(C(=O)O)(F)F.C1(=CC=CC=C1)S(=O)(=O)N[C@H](C(=O)O)CNC(=O)NC1=CC=C2C=CC(=CN2C1=O)OCCCNC(=N)N ((S)-2-Benzenesulfonylamino-3-{3-[7-(3-guanidino-propoxy)-4-oxo-4H-quinolizin-3-yl]-ureido}-propionic Acid Trifluoroacetate Salt). The reactants are C(C)(C)(C)OC([C@H](CNC(=O)NC1=CC=C2C=CC(=CN2C1=O)OCCCNC(=N)N)NS(=O)(=O)C1=CC=CC=C1)=O ((S)-2-benzenesulfonylamino-3-{3-[7-(3-guanidino-propoxy)-4-oxo-4H-quinolizin-3-yl]-ureido}-propionic acid tert-butyl ester), FC(C(=O)O)(F)F (trifluoroacetic acid). Run in ClCCl (dichloromethane). Conditions: time 8 hour. RXN SMILES: C([O:5][C:6](=[O:42])[C@@H:7]([NH:32][S:33]([C:36]1[CH:41]=[CH:40][CH:39]=[CH:38][CH:37]=1)(=[O:35])=[O:34])[CH2:8][NH:9][C:10]([NH:12][C:13]1[C:22](=[O:23])[N:21]2[C:16]([CH:17]=[CH:18][C:19]([O:24][CH2:25][CH2:26][CH2:27][NH:28][C:29]([NH2:31])=[NH:30])=[CH:20]2)=[CH:15][CH:14]=1)=[O:11])(C)(C)C.[F:43][C:44]([F:49])([F:48])[C:45]([OH:47])=[O:46]>ClCCl>[F:43][C:44]([F:49])([F:48])[C:45]([OH:47])=[O:46].[C:36]1([S:33]([NH:32][C@@H:7]([CH2:8][NH:9][C:10]([NH:12][C:13]2[C:22](=[O:23])[N:21]3[C:16]([CH:17]=[CH:18][C:19]([O:24][CH2:25][CH2:26][CH2:27][NH:28][C:29]([NH2:31])=[NH:30])=[CH:20]3)=[CH:15][CH:14]=2)=[O:11])[C:6]([OH:42])=[O:5])(=[O:35])=[O:34])[CH:41]=[CH:40][CH:39]=[CH:38][CH:37]=1 |f:3.4|. Procedure: To a suspension (S)-2-benzenesulfonylamino-3-{3-[7-(3-guanidino-propoxy)-4-oxo-4H-quinolizin-3-yl]-ureido}-propionic acid tert-butyl ester (30 mg, 0.049 mmol) in dichloromethane (4 mL) was added trifluoroacetic acid (6 mL). The mixture was stirred overnight, evaporated to dryness and triturated in ether (3X) and hexane (1X). Compound IX was purified by preparative HPLC using 1:1 MeCN:H2O as eluent and characterized by 1H NMR (400 MHz) (CD3OD) d: 8.51 (d, 1H, J=8.5 Hz), 8.45 (s, 1H), 7.98-7.85 (m... Reactants: C(C(C)C)C1=CC=C(S1)C(=O)O (5-isobutyl-thiophene-2-carboxylic acid), C(C1=CC=CC=C1)OC1=C(C=C(C(=O)NN)C=C1C)CC (4-benzyloxy-3-ethyl-5-methyl-benzoic acid hydrazide). Yields the product C(C)C1=C(C(=CC(=C1)C=1OC(=NN1)C=1SC(=CC1)CC(C)C)C)O (2-Ethyl-4-[5-(5-isobutyl-thiophen-2-yl)-[1,3,4]oxadiazol-2-yl]-6-methyl-phenol). Reaction SMILES: [CH2:1]([C:5]1[S:9][C:8]([C:10]([OH:12])=O)=[CH:7][CH:6]=1)[CH:2]([CH3:4])[CH3:3].C([O:20][C:21]1[C:30]([CH3:31])=[CH:29][C:24]([C:25]([NH:27][NH2:28])=O)=[CH:23][C:22]=1[CH2:32][CH3:33])C1C=CC=CC=1>>[CH2:32]([C:22]1[CH:23]=[C:24]([C:25]2[O:12][C:10]([C:8]3[S:9][C:5]([CH2:1][CH:2]([CH3:3])[CH3:4])=[CH:6][CH:7]=3)=[N:28][N:27]=2)[CH:29]=[C:30]([CH3:31])[C:21]=1[OH:20])[CH3:33]. Procedure: 2-Ethyl-4-[5-(5-isobutyl-thiophen-2-yl)-[1,3,4]oxadiazol-2-yl]-6-methyl-phenol is prepared in analogy to Example 29 from 5-isobutyl-thiophene-2-carboxylic acid and 4-benzyloxy-3-ethyl-5-methyl-benzoic acid hydrazide; LC-MS: tR=1.03 min, [M+1]+=343.22. Reactants: O=C(Nc1ccccc1O)c1cc([N+](=O)[O-])ccc1Cl, [Na+], [OH-], O. Yields the product O=C1Nc2ccccc2Oc2ccc([N+](=O)[O-])cc21. Reaction SMILES: [Cl:1][c:2]1[c:3]([C:4](=[O:5])[NH:6][c:7]2[c:8]([OH:13])[cH:9][cH:10][cH:11][cH:12]2)[cH:14][c:15]([N+:18](=[O:19])[O-:20])[cH:16][cH:17]1.[Na+:22].[OH-:21].[OH2:23]>>[c:2]12[c:3]([cH:14][c:15]([N+:18](=[O:19])[O-:20])[cH:16][cH:17]1)[C:4](=[O:5])[NH:6][c:7]1[c:8]([cH:9][cH:10][cH:11][cH:12]1)[O:13]2. Reactants: hydrazone, S(=O)(Cl)Cl (thionyl chloride), resultant mixture, Cl.ClC1=C(C=CC(=C1)Cl)NN (2,4-dichlorophenylhydrazine hydrochloride), C(C(=O)C)(=O)O (pyruvic acid), resultant solution, Cl (hydrochloric acid), resultant solution, NC(=O)OCC (Urethane). Isolated yield 36.8%. Procedure: To a stirred solution of 4.32 g (0.020 mole) of 2,4-dichlorophenylhydrazine hydrochloride in 100 mL of water and 50 mL of ethanol was added dropwise 2.14 g (0.024 mole) of pyruvic acid in 50 mL of water. Upon complete addition, a precipitate formed and was collected by filtration and dried under reduced pressure at ambient temperature. The solid hydrazone product was dissolved in 100 mL of toluene to which 4.8 g (0.041 mole) of thionyl chloride was added. The resultant mixture was stirred and he... RXN SMILES: Cl.[Cl:2][C:3]1[CH:8]=[C:7]([Cl:9])[CH:6]=[CH:5][C:4]=1[NH:10][NH2:11].[C:12]([OH:17])(=O)[C:13]([CH3:15])=O.S(Cl)(Cl)=O.[NH2:22][C:23](OCC)=[O:24].Cl>O.C(O)C.C1(C)C=CC=CC=1.[OH-].[Na+]>[Cl:2][C:3]1[CH:8]=[C:7]([Cl:9])[CH:6]=[CH:5][C:4]=1[N:10]1[C:23](=[O:24])[NH:22][C:12](=[O:17])[C:13]([CH3:15])=[N:11]1 |f:0.1,9.10|. Solvent: C1(=CC=CC=C1)C (toluene), O (water), C(C)O (ethanol), O (water), [OH-].[Na+] (sodium hydroxide), C(C)O (ethanol). Product: ClC1=C(C=CC(=C1)Cl)N1N=C(C(NC1=O)=O)C (2-(2,4-dichlorophenyl)-6-methyl-1,2,4-triazine-3,5(2H,4H)-dione). Reaction conditions: time 2 hour. The reactants are C=CCCC(O)COCc1ccccc1, O=C1NC(=O)c2ccccc21, CC(C)OC(=O)N=NC(=O)OC(C)C, c1ccc(P(c2ccccc2)c2ccccc2)cc1. Yields the product C=CCCC(COCc1ccccc1)N1C(=O)c2ccccc2C1=O. Reaction SMILES: [CH2:1]([c:2]1[cH:3][cH:4][cH:5][cH:6][cH:7]1)[O:8][CH2:9][CH:10]([CH2:11][CH2:12][CH:13]=[CH2:14])[OH:15].[O:35]=[C:36]1[NH:37][C:38](=[O:39])[c:40]2[cH:41][cH:42][cH:43][cH:44][c:45]21.[O:46]=[C:47]([O:48][CH:49]([CH3:50])[CH3:51])[N:52]=[N:53][C:54]([O:55][CH:56]([CH3:57])[CH3:58])=[O:59].[c:16]1([P:17]([c:18]2[cH:19][cH:20][cH:21][cH:22][cH:23]2)[c:24]2[cH:25][cH:26][cH:27][cH:28][cH:29]2)[cH:30][cH:31][cH:32][cH:33][cH:34]1>>[CH2:1]([c:2]1[cH:3][cH:4][cH:5][cH:6][cH:7]1)[O:8][CH2:9][CH:10]([CH2:11][CH2:12][CH:13]=[CH2:14])[N:37]1[C:36](=[O:35])[c:45]2[c:40]([cH:41][cH:42][cH:43][cH:44]2)[C:38]1=[O:39]. The reactants are ClCC(=O)OCC (Ethyl chloroacetate), Cl (hydrochloric acid), C([O-])([O-])=O.[K+].[K+] (Potassium carbonate), C1(=C(C=CC=C1)CC(=O)O)C (o-tolylacetic acid). The solvent is C(C)#N (acetonitrile), O (water). Yields the product C1(=C(C=CC=C1)CC(=O)OCC(=O)OCC)C (ethoxycarbonylmethyl o-tolylacetate). Reaction SMILES: C(=O)([O-])[O-].[K+].[K+].[C:7]1([CH3:17])[CH:12]=[CH:11][CH:10]=[CH:9][C:8]=1[CH2:13][C:14]([OH:16])=[O:15].Cl[CH2:19][C:20]([O:22][CH2:23][CH3:24])=[O:21].Cl>C(#N)C.O>[C:7]1([CH3:17])[CH:12]=[CH:11][CH:10]=[CH:9][C:8]=1[CH2:13][C:14]([O:16][CH2:19][C:20]([O:22][CH2:23][CH3:24])=[O:21])=[O:15] |f:0.1.2|. Procedure: Potassium carbonate (25 g) was added to a stirred solution of o-tolylacetic acid (7.5 g) in acetonitrile (125 ml). The mixture was stirred for ten minutes at room temperature. Ethyl chloroacetate (6.13 g) was added and the mixture heated at reflux overnight. It was then poured into water, acidified with concentrated hydrochloric acid to pH2 and extracted with ethyl acetate. The extract was washed with brine, dried and evaporated, and purified by column chromatography to give ethoxycarbonylmethyl... The reactants are CO, [Na+], [OH-], COC(=O)COc1cccc(CCn2ncc(-c3ccccc3)c2-c2ccccc2)c1. Yields the product O=C(O)COc1cccc(CCn2ncc(-c3ccccc3)c2-c2ccccc2)c1. RXN SMILES: [CH3:34][OH:35].[Na+:33].[OH-:32].[c:1]1(-[c:7]2[cH:8][n:9][n:10]([CH2:18][CH2:19][c:20]3[cH:21][c:22]([O:23][CH2:24][C:25](=[O:26])[O:27][CH3:28])[cH:29][cH:30][cH:31]3)[c:11]2-[c:12]2[cH:13][cH:14][cH:15][cH:16][cH:17]2)[cH:2][cH:3][cH:4][cH:5][cH:6]1>>[c:1]1(-[c:7]2[cH:8][n:9][n:10]([CH2:18][CH2:19][c:20]3[cH:21][c:22]([O:23][CH2:24][C:25](=[O:26])[OH:27])[cH:29][cH:30][cH:31]3)[c:11]2-[c:12]2[cH:13][cH:14][cH:15][cH:16][cH:17]2)[cH:2][cH:3][cH:4][cH:5][cH:6]1.